From a dataset of the Open Reaction Database (ORD), a public repository of structured organic reaction records. describe an organic reaction: reactants, conditions, products, and yield Reactants: C1COCCO1, CO, O=C(O)CCCc1cn(S(=O)(=O)c2cccc([N+](=O)[O-])c2)c2ccccc12. Product: Nc1cccc(S(=O)(=O)n2cc(CCCC(=O)O)c3ccccc32)c1. As a reaction SMILES: [CH2:28]1[O:29][CH2:30][CH2:31][O:32][CH2:33]1.[CH3:34][OH:35].[N+:1]([O-:2])(=[O:3])[c:4]1[cH:5][c:6]([S:10](=[O:11])(=[O:12])[n:13]2[cH:14][c:15]([CH2:22][CH2:23][CH2:24][C:25](=[O:26])[OH:27])[c:16]3[cH:17][cH:18][cH:19][cH:20][c:21]23)[cH:7][cH:8][cH:9]1>>[NH2:1][c:4]1[cH:5][c:6]([S:10](=[O:11])(=[O:12])[n:13]2[cH:14][c:15]([CH2:22][CH2:23][CH2:24][C:25](=[O:26])[OH:27])[c:16]3[cH:17][cH:18][cH:19][cH:20][c:21]23)[cH:7][cH:8][cH:9]1. Product: ClC(C(=O)OCC)CCC1=CC=C(C=C1)OCCC=1N=C(OC1C)C1=CC=CC=C1 (ethyl 2-chloro-4-[4-[2-(5-methyl-2-phenyl-4-oxazolyl)ethoxy]phenyl]butyrate). Procedure: A mixture of ethyl 2-hydroxy-4-[4-[2-(5-methyl-2-phenyl-4-oxazolyl)ethoxy]phenyl]butyrate (320 mg) and thionyl chloride (3 ml) was heated under reflux for 2 hours. The reaction mixture was concentrated under reduced pressure, and the residue was subjected to column chromatography on silica gel. The fractions eluted with ethyl acetate-hexane (1:4, v/v) gave ethyl 2-chloro-4-[4-[2-(5-methyl-2-phenyl-4-oxazolyl)ethoxy]phenyl]butyrate (210 mg, 63%) as an oil. The yield is 63.0%. Starting materials: OC(C(=O)OCC)CCC1=CC=C(C=C1)OCCC=1N=C(OC1C)C1=CC=CC=C1 (ethyl 2-hydroxy-4-[4-[2-(5-methyl-2-phenyl-4-oxazolyl)ethoxy]phenyl]butyrate), S(=O)(Cl)Cl (thionyl chloride). As a reaction SMILES: O[CH:2]([CH2:8][CH2:9][C:10]1[CH:15]=[CH:14][C:13]([O:16][CH2:17][CH2:18][C:19]2[N:20]=[C:21]([C:25]3[CH:30]=[CH:29][CH:28]=[CH:27][CH:26]=3)[O:22][C:23]=2[CH3:24])=[CH:12][CH:11]=1)[C:3]([O:5][CH2:6][CH3:7])=[O:4].S(Cl)([Cl:33])=O>>[Cl:33][CH:2]([CH2:8][CH2:9][C:10]1[CH:15]=[CH:14][C:13]([O:16][CH2:17][CH2:18][C:19]2[N:20]=[C:21]([C:25]3[CH:30]=[CH:29][CH:28]=[CH:27][CH:26]=3)[O:22][C:23]=2[CH3:24])=[CH:12][CH:11]=1)[C:3]([O:5][CH2:6][CH3:7])=[O:4]. The reactants are C(C1=CC=CC=C1)(=O)C=1C=NC2=C(C=CC=C2C1C=1C=C(C=CC1)NCC1=CC=C(C=C1)CC(=O)O)C ((4-{[3-(3-benzoyl-8-methyl-quinolin-4-yl)-phenylamino]-methyl}-phenyl)-acetic acid), C(C1=CC=CC=C1)Br (benzyl bromide), C([O-])([O-])=O.[Cs+].[Cs+] (cesium carbonate). Solvent: CN(C)C=O (DMF). Reaction conditions: time 2 hour. Yields the product C(C1=CC=CC=C1)(=O)C=1C=NC2=C(C=CC=C2C1C=1C=C(C=CC1)NCC1=CC=C(C=C1)C(C(=O)O)CC1=CC=CC=C1)C (2-[4-({[3-(3-BENZOYL-8-METHYLQUINOLIN-4-YL)PHENYL]AMINO}METHYL)PHENYL]-3-PHENYLPROPANOIC ACID). As a reaction SMILES: [C:1]([C:9]1[CH:10]=[N:11][C:12]2[C:17]([C:18]=1[C:19]1[CH:20]=[C:21]([NH:25][CH2:26][C:27]3[CH:32]=[CH:31][C:30]([CH2:33][C:34]([OH:36])=[O:35])=[CH:29][CH:28]=3)[CH:22]=[CH:23][CH:24]=1)=[CH:16][CH:15]=[CH:14][C:13]=2[CH3:37])(=[O:8])[C:2]1[CH:7]=[CH:6][CH:5]=[CH:4][CH:3]=1.[CH2:38](Br)[C:39]1[CH:44]=[CH:43][CH:42]=[CH:41][CH:40]=1.C(=O)([O-])[O-].[Cs+].[Cs+]>CN(C=O)C>[C:1]([C:9]1[CH:10]=[N:11][C:12]2[C:17]([C:18]=1[C:19]1[CH:20]=[C:21]([NH:25][CH2:26][C:27]3[CH:32]=[CH:31][C:30]([CH:33]([CH2:38][C:39]4[CH:44]=[CH:43][CH:42]=[CH:41][CH:40]=4)[C:34]([OH:36])=[O:35])=[CH:29][CH:28]=3)[CH:22]=[CH:23][CH:24]=1)=[CH:16][CH:15]=[CH:14][C:13]=2[CH3:37])(=[O:8])[C:2]1[CH:7]=[CH:6][CH:5]=[CH:4][CH:3]=1 |f:2.3.4|. Procedure: A mixture of (4-{[3-(3-benzoyl-8-methyl-quinolin-4-yl)-phenylamino]-methyl}-phenyl)-acetic acid (0.04 g, 0.08 mmol), benzyl bromide (0.12 g, 0.8 mmol), and cesium carbonate (0.33 g, 1 mmol) in 5 mL of DMF was stirred at room temperature for 2 h. The reaction was quenched with water and extracted with ethyl acetate. The combined organics were washed with water, dried over magnesium sulfate and concentrated. The crude ester was treated with LiOH followed by semi-preparative HPLC purification to gi... Reactants: Nc1ccc(OCCCBr)c(-c2ccccc2)c1, CCO, COc1ccc(C2=NNC(=O)C2)cc1OC, CC(=O)[O-], Cl, O=N[O-], [Na+], [Na+], O. Product: COc1ccc(C2=NNC(=O)C2=NNc2ccc(OCCCBr)c(-c3ccccc3)c2)cc1OC. As a reaction SMILES: [Br:1][CH2:2][CH2:3][CH2:4][O:5][c:6]1[cH:7][cH:8][c:9]([NH2:18])[cH:10][c:11]1-[c:12]1[cH:13][cH:14][cH:15][cH:16][cH:17]1.[CH2:45]([OH:46])[CH3:47].[CH3:24][O:25][c:26]1[cH:27][c:28]([C:34]2=[N:38][NH:37][C:36](=[O:39])[CH2:35]2)[cH:29][cH:30][c:31]1[O:32][CH3:33].[CH3:41][C:42](=[O:43])[O-:44].[ClH:23].[N:19]([O-:20])=[O:21].[Na+:22].[Na+:40].[OH2:48]>>[Br:1][CH2:2][CH2:3][CH2:4][O:5][c:6]1[cH:7][cH:8][c:9]([NH:18][N:19]=[C:35]2[C:34]([c:28]3[cH:27][c:26]([O:25][CH3:24])[c:31]([O:32][CH3:33])[cH:30][cH:29]3)=[N:38][NH:37][C:36]2=[O:39])[cH:10][c:11]1-[c:12]1[cH:13][cH:14][cH:15][cH:16][cH:17]1. Starting materials: CC(=O)CCCCON=[N+]([O-])N(C)C(C)(C)C, [K+], [K+], O=C([O-])[O-], O=P([O-])([O-])[O-], O=CC(O)C(O)C(O)C(O)CO. The product is CC(O)CCCCON=[N+]([O-])N(C)C(C)(C)C. Reaction SMILES: [C:13]([CH3:14])([CH3:15])([CH3:16])[N:17]([N+:18]([O-:19])=[N:20][O:21][CH2:22][CH2:23][CH2:24][CH2:25][C:26]([CH3:27])=[O:28])[CH3:29].[K+:30].[K+:31].[O-:32][C:33]([O-:34])=[O:35].[O-:36][P:37](=[O:38])([O-:39])[O-:40].[O:1]=[CH:2][CH:3]([CH:4]([CH:5]([CH:6]([CH2:7][OH:8])[OH:9])[OH:10])[OH:11])[OH:12]>>[C:13]([CH3:14])([CH3:15])([CH3:16])[N:17]([N+:18]([O-:19])=[N:20][O:21][CH2:22][CH2:23][CH2:24][CH2:25][CH:26]([CH3:27])[OH:28])[CH3:29]. Starting materials: CCCCS(=O)(=O)Cl, COc1ccc(C(=O)Nc2ccccc2)cc1N. Product: CCCCS(=O)(=O)Nc1cc(C(=O)Nc2ccccc2)ccc1OC. RXN SMILES: [CH2:1]([CH2:2][CH2:3][CH3:4])[S:5](=[O:6])(=[O:7])[Cl:8].[NH2:9][c:10]1[cH:11][c:12]([C:13](=[O:14])[NH:15][c:16]2[cH:17][cH:18][cH:19][cH:20][cH:21]2)[cH:22][cH:23][c:24]1[O:25][CH3:26]>>[CH2:1]([CH2:2][CH2:3][CH3:4])[S:5](=[O:6])(=[O:7])[NH:9][c:10]1[cH:11][c:12]([C:13](=[O:14])[NH:15][c:16]2[cH:17][cH:18][cH:19][cH:20][cH:21]2)[cH:22][cH:23][c:24]1[O:25][CH3:26].